This data is from the Open Reaction Database (ORD), a public repository of structured organic reaction records. The task is: describe an organic reaction: reactants, conditions, products, and yield Reactants: O1C(COC2=CC=C(C=C2)C=2N=NN(N2)C)C1 (5-[4-(2,3-epoxypropoxy)-phenyl]-2-methyl-2H-tetrazole), NCCOC1=CC=C(C(C(=O)N)=C1)O (5-(2-aminoethoxy)-salicylamide). The solvent is O1CCOCC1 (dioxan). The product is C(N)(=O)C=1C=C(OCCNCC(COC2=CC=C(C=C2)C=2N=NN(N2)C)O)C=CC1O (1-[2-(3-carbamoyl-4-hydroxyphenoxy)-ethylamino]-3-[4-(2-methyl-2H-tetrazol-5-yl)-phenoxy]-2-propanol). Reaction SMILES: [O:1]1[CH2:17][CH:2]1[CH2:3][O:4][C:5]1[CH:10]=[CH:9][C:8]([C:11]2[N:12]=[N:13][N:14]([CH3:16])[N:15]=2)=[CH:7][CH:6]=1.[NH2:18][CH2:19][CH2:20][O:21][C:22]1[CH:30]=[C:26]([C:27]([NH2:29])=[O:28])[C:25]([OH:31])=[CH:24][CH:23]=1>O1CCOCC1>[C:27]([C:26]1[CH:30]=[C:22]([CH:23]=[CH:24][C:25]=1[OH:31])[O:21][CH2:20][CH2:19][NH:18][CH2:17][CH:2]([OH:1])[CH2:3][O:4][C:5]1[CH:10]=[CH:9][C:8]([C:11]2[N:12]=[N:13][N:14]([CH3:16])[N:15]=2)=[CH:7][CH:6]=1)(=[O:28])[NH2:29]. Procedure: Analogously to the procedure described in Example 12, by reacting 2.3 g of 5-[4-(2,3-epoxypropoxy)-phenyl]-2-methyl-2H-tetrazole with 1.5 g of 5-(2-aminoethoxy)-salicylamide there is obtained 1-[2-(3-carbamoyl-4-hydroxyphenoxy)-ethylamino]-3-[4-(2-methyl-2H-tetrazol-5-yl)-phenoxy]-2-propanol having a melting point of 174°-175° (from dioxan). RXN SMILES: [NH2:1][C:2]1[S:3][CH:4]=[C:5]([C:7](=O)[C:8]([NH:10][C@@H:11]2[C:18](=[O:19])[N:17]3[C@@H:12]2[S:13][CH2:14][C:15]([CH2:23][S:24][C:25]2[N:30]4[N:31]=[CH:32][C:33]([C:34](=[O:36])[NH2:35])=[C:29]4[N:28]=[C:27]([CH3:37])[CH:26]=2)=[C:16]3[C:20]([OH:22])=[O:21])=[O:9])[N:6]=1.[NH2:39][O:40][CH2:41][S:42]([C:45]1[CH:46]=[C:47]([OH:52])[C:48](=[CH:50][CH:51]=1)[OH:49])(=[O:44])=[O:43]>>[NH2:1][C:2]1[S:3][CH:4]=[C:5](/[C:7](=[N:39]/[O:40][CH2:41][S:42]([C:45]2[CH:51]=[CH:50][C:48]([OH:49])=[C:47]([OH:52])[CH:46]=2)(=[O:43])=[O:44])/[C:8]([NH:10][C@@H:11]2[C:18](=[O:19])[N:17]3[C@@H:12]2[S:13][CH2:14][C:15]([CH2:23][S:24][C:25]2[N:30]4[N:31]=[CH:32][C:33]([C:34](=[O:36])[NH2:35])=[C:29]4[N:28]=[C:27]([CH3:37])[CH:26]=2)=[C:16]3[C:20]([OH:22])=[O:21])=[O:9])[N:6]=1. Procedure: (6R,7R)-7-(2-Amino-4-thiazolglyoxylamido)-3-[[(3-carbamoyl-5-methylpyrazolo[1,5-a]pyrimidin-7-yl)thio]methyl]-8-oxo-5-thia-1-azabicyclo[4.2.0]oct-2-ene-2-carboxylic acid was reacted with 4-[[(aminooxy)methyl]sulphonyl]pyrocatechol according to the procedure described in Example 7. After purification of the crude product using the chromatographic procedure described in Example 7 and lyophilization of the product fractions, there was obtained (6R,7R)-7-[(Z)-2-(2-amino-4-thiazolyl)-2-[[[(3,4-dihydr... Reactants: NC=1SC=C(N1)C(C(=O)N[C@H]1[C@H]2SCC(=C(N2C1=O)C(=O)O)CSC1=CC(=NC=2N1N=CC2C(N)=O)C)=O ((6R,7R)-7-(2-Amino-4-thiazolglyoxylamido)-3-[[(3-carbamoyl-5-methylpyrazolo[1,5-a]pyrimidin-7-yl)thio]methyl]-8-oxo-5-thia-1-azabicyclo[4.2.0]oct-2-ene-2-carboxylic acid), NOCS(=O)(=O)C=1C=C(C(O)=CC1)O (4-[[(aminooxy)methyl]sulphonyl]pyrocatechol). Yields the product NC=1SC=C(N1)/C(/C(=O)N[C@H]1[C@H]2SCC(=C(N2C1=O)C(=O)O)CSC1=CC(=NC=2N1N=CC2C(N)=O)C)=N/OCS(=O)(=O)C2=CC(=C(C=C2)O)O ((6R,7R)-7-[(Z)-2-(2-amino-4-thiazolyl)-2-[[[(3,4-dihydroxyphenyl)sulphonyl]methoxy]imino]acetamido]-3-[[(3-carbamoyl-5-methylpyrazolo [1,5-a]pyrimidin-7-yl)thio]-methyl]-8-oxo-5-thia-1-azabicyclo[4.2.0]oct-2-ene-2-carboxylic acid). Starting materials: [OH-].[Na+] (sodium hydroxide), COC(=O)CC1=C(N=C(S1)N=C1SC[C@H]2N1CC=1C=CC=CC1C2)C ((S)-3-[(5-methoxycarbonylmethyl-4-methylthiazol-2-yl)imino]-1,5,10,10a-tetrahydrothiazolo[3,4-b]isoquinoline), Cl (hydrochloric acid). Run in C(C)O (ethanol). Run at temperature 20 celsius. The product is Cl.C(=O)(O)CC1=C(N=C(S1)N=C1SC[C@H]2N1CC=1C=CC=CC1C2)C ((S)-3-[(5-carboxymethyl-4-methylthiazol-2-yl)imino]-1,5,10,10a-tetrahydrothiazolo[3,4-b]-isoquinoline hydrochloride). Reaction SMILES: [OH-].[Na+].C[O:4][C:5]([CH2:7][C:8]1[S:12][C:11]([N:13]=[C:14]2[N:18]3[CH2:19][C:20]4[CH:21]=[CH:22][CH:23]=[CH:24][C:25]=4[CH2:26][C@H:17]3[CH2:16][S:15]2)=[N:10][C:9]=1[CH3:27])=[O:6].[ClH:28]>C(O)C>[ClH:28].[C:5]([CH2:7][C:8]1[S:12][C:11]([N:13]=[C:14]2[N:18]3[CH2:19][C:20]4[CH:21]=[CH:22][CH:23]=[CH:24][C:25]=4[CH2:26][C@H:17]3[CH2:16][S:15]2)=[N:10][C:9]=1[CH3:27])([OH:6])=[O:4] |f:0.1,5.6|. Procedure: 5 N Aqueous sodium hydroxide (20 cc) is added to a solution of (S)-3-[(5-methoxycarbonylmethyl-4-methylthiazol-2-yl)imino]-1,5,10,10a-tetrahydrothiazolo[3,4-b]isoquinoline (8.1 g) in ethanol (60 cc). The mixture is heated under reflux for two hours. After cooling to 20° C., it is acidified by adding 12 N hydrochloric acid (d=1.19; 10 cc). The resulting precipitate is filtered off, washed with water (5×25 cc), ethanol (3×15 cc) and diethyl ether (2×25 cc) and recrystallised by dissolving it in di... Reactants: COC(=O)CC(O)(CCc1ccc(O)cc1)C(C)C, CO, [Li+], [OH-], O. Yields the product CC(C)C(O)(CCc1ccc(O)cc1)CC(=O)O. RXN SMILES: [CH3:1][O:2][C:3]([CH2:4][C:5]([CH:6]([CH3:7])[CH3:8])([CH2:9][CH2:10][c:11]1[cH:12][cH:13][c:14]([OH:17])[cH:15][cH:16]1)[OH:18])=[O:19].[CH3:22][OH:23].[Li+:20].[OH-:21].[OH2:24]>>[O:2]=[C:3]([CH2:4][C:5]([CH:6]([CH3:7])[CH3:8])([CH2:9][CH2:10][c:11]1[cH:12][cH:13][c:14]([OH:17])[cH:15][cH:16]1)[OH:18])[OH:19]. Product: C(=O)C1=C(OCC#N)C=C(C=C1)C (2-(2-formyl-5-methylphenoxy)acetonitrile). Procedure details: To a solution of 2-hydroxy-4-methylbenzaldehyde (12 g, 88 mmol) in 432 mL of CH3CN was added Cs2CO3 (34.5 g, 106 mmol) followed by 2-bromoacetonitrile (6.75 mL, 97 mmol), After the mixture was stirred at room temperature for 6 hr, the mixture was filtered through Celite to remove solid, washed with DCM, and the filtrate was concentrated under reduced pressure. The resulting residue was purified by silica gel flash chromatography, 100% Heptane-20% Ethyl Acetate/80% Heptane) to give a white solid,... As a reaction SMILES: [OH:1][C:2]1[CH:9]=[C:8]([CH3:10])[CH:7]=[CH:6][C:3]=1[CH:4]=[O:5].C([O-])([O-])=O.[Cs+].[Cs+].Br[CH2:18][C:19]#[N:20]>CC#N>[CH:4]([C:3]1[CH:6]=[CH:7][C:8]([CH3:10])=[CH:9][C:2]=1[O:1][CH2:18][C:19]#[N:20])=[O:5] |f:1.2.3|. Conditions: time 6 hour. Starting materials: OC1=C(C=O)C=CC(=C1)C (2-hydroxy-4-methylbenzaldehyde), C(=O)([O-])[O-].[Cs+].[Cs+] (Cs2CO3), BrCC#N (2-bromoacetonitrile). Yield: 92.1%. The solvent is CC#N (CH3CN). Starting materials: C(CCC)[Li] (n-butyllithium), hexanes, C1(=CC=CC=C1)S(=O)(=O)N1C=CC2=CC(=CN=C12)OC (N-phenylsulphonyl-5-methoxy-7-azaindole), CI (methyl iodide), C1(=CC=CC=C1)S(=O)(=O)N1C(=CC2=CC(=CN=C12)OC)C (N-phenylsulphonyl-5-methoxy-2-methyl-7-azaindole), C1(=C(C=CC=C1)S(=O)(=O)N1C(=CC2=CC(=CN=C12)OC)C)C (N-tolylsulphonyl-5-methoxy-2-methyl-7-azaindole), [Cl-].[NH4+] (ammonium chloride), solution, [OH-].[Na+] (sodium hydroxide). Run in C1CCOC1.CO (THF methanol), C1CCOC1 (THF), O (water). Run at temperature -78 celsius, time 1 hour. The product is COC=1C=C2C=C(NC2=NC1)C (5-methoxy-2-methyl-7-azaindole). Yield: 66.0%. RXN SMILES: C([Li])CCC.C1(S(N2C3C(=CC(OC)=CN=3)C=C2)(=O)=O)C=CC=CC=1.CI.C1(S([N:37]2[C:45]3[C:40](=[CH:41][C:42]([O:46][CH3:47])=[CH:43][N:44]=3)[CH:39]=[C:38]2[CH3:48])(=O)=O)C=CC=CC=1.C1(C)C=CC=CC=1S(N1C2C(=CC(OC)=CN=2)C=C1C)(=O)=O.[OH-].[Na+].[Cl-].[NH4+]>C1COCC1.C1COCC1.CO.O>[CH3:47][O:46][C:42]1[CH:41]=[C:40]2[C:45](=[N:44][CH:43]=1)[NH:37][C:38]([CH3:48])=[CH:39]2 |f:5.6,7.8,10.11|. Reported procedure: The intermediate, 5-hydroxy-2-methyl-7-azaindole, was prepared as follows. A. To a solution of 5-methoxy-7-azaindole (240 mg, 1.62 mmol) in THF (10 mL) was added a 60% suspension of sodium hydride in oil (71 mg, 1.78 mmol) at RT under argon. The mixture was stirred at RT for 5 minutes and phenylsulphonyl chloride (250 μL, 1.95 mmol) was added and the mixture was stirred for 16 h, quenched with saturated ammonium chloride (20 mL) and extracted with ethyl acetate (3×25 μL). The combined organic la... Starting materials: CC1=CC=C(C=C1)S(=O)(=O)N(CC#C)CC#C (4-Methyl-N,N-diprop-2-yn-1-ylbenzenesulfonamide), S1C(=CC=C1)CC(=O)O (thiolacetic acid), CC(C)(C#N)N=NC(C)(C)C#N (AIBN). Solvent: C1=CC=CC=C1 (benzene). Yields the product CC1=CC=C(C=C1)S(=O)(=O)N1CC=2C(C1)=CSC2 (5-[(4-Methylphenyl)sulfonyl]-5,6-dihydro-4H-thieno[3,4-c]pyrrole). RXN SMILES: [CH3:1][C:2]1[CH:7]=[CH:6][C:5]([S:8]([N:11]([CH2:15][C:16]#[CH:17])[CH2:12][C:13]#[CH:14])(=[O:10])=[O:9])=[CH:4][CH:3]=1.[S:18]1C=CC=C1CC(O)=O.CC(N=NC(C#N)(C)C)(C#N)C>C1C=CC=CC=1>[CH3:1][C:2]1[CH:7]=[CH:6][C:5]([S:8]([N:11]2[CH2:12][C:13]3=[CH:14][S:18][CH:17]=[C:16]3[CH2:15]2)(=[O:10])=[O:9])=[CH:4][CH:3]=1. Reported procedure: A solution of 4-methyl-N,N-diprop-2-yn-1-ylbenzenesulfonamide obtained in Step A (700 mg), thiolacetic acid (0.267 mL), and AIBN (37 mg) in benzene (90 mL) was refluxed overnight. The solvent was removed under reduced pressure, and the residue was purified on a Biotage Horizon® system (silica, gradient 30-100% dichloromethane in hexane) to yield the title compound. LC-MS 126.1 (M+1). The reactants are C(#N)C1=C(SC(=C1C1=C(C=C(C=C1)Cl)Cl)C=1NC=CN1)C1=CC(=NC=C1)N(C(C)=O)CC1=CC=C(C=C1)OC (N-{4-[3-cyano-4-(2,4-dichlorophenyl)-5-(1H-imidazol-2-yl)-2-thienyl]pyridin-2-yl}-N-(4-methoxybenzyl)acetamide), CN(C=O)C (N,N-Dimethylformamide), [H-].[Na+] (Sodium hydride), FC1=CC=C(CBr)C=C1 (4-Fluorobenzylbromide). Solvent: C(Cl)Cl.CCOC(=O)C (DCM EtOAc). Conditions: time 10 minute. Product: C(#N)C1=C(SC(=C1C1=C(C=C(C=C1)Cl)Cl)C=1N(C=CN1)CC1=CC=C(C=C1)F)C1=CC(=NC=C1)N(C(C)=O)CC1=CC=C(C=C1)OC (N-(4-{3-cyano-4-(2,4-dichlorophenyl)-5-[1-(4-fluorobenzyl)-1H-imidazol-2-yl]-2-thienyl}pyridin-2-yl)-N-(4-methoxybenzyl)acetamide). Isolated yield 77.5%. RXN SMILES: [C:1]([C:3]1[C:7]([C:8]2[CH:13]=[CH:12][C:11]([Cl:14])=[CH:10][C:9]=2[Cl:15])=[C:6]([C:16]2[NH:17][CH:18]=[CH:19][N:20]=2)[S:5][C:4]=1[C:21]1[CH:26]=[CH:25][N:24]=[C:23]([N:27]([CH2:31][C:32]2[CH:37]=[CH:36][C:35]([O:38][CH3:39])=[CH:34][CH:33]=2)[C:28](=[O:30])[CH3:29])[CH:22]=1)#[N:2].CN(C)C=O.[H-].[Na+].[F:47][C:48]1[CH:55]=[CH:54][C:51]([CH2:52]Br)=[CH:50][CH:49]=1>C(Cl)Cl.CCOC(C)=O>[C:1]([C:3]1[C:7]([C:8]2[CH:13]=[CH:12][C:11]([Cl:14])=[CH:10][C:9]=2[Cl:15])=[C:6]([C:16]2[N:17]([CH2:52][C:51]3[CH:54]=[CH:55][C:48]([F:47])=[CH:49][CH:50]=3)[CH:18]=[CH:19][N:20]=2)[S:5][C:4]=1[C:21]1[CH:26]=[CH:25][N:24]=[C:23]([N:27]([CH2:31][C:32]2[CH:33]=[CH:34][C:35]([O:38][CH3:39])=[CH:36][CH:37]=2)[C:28](=[O:30])[CH3:29])[CH:22]=1)#[N:2] |f:2.3,5.6|. Reported procedure: To the solution of N-{4-[3-cyano-4-(2,4-dichlorophenyl)-5-(1H-imidazol-2-yl)-2-thienyl]pyridin-2-yl}-N-(4-methoxybenzyl)acetamide (60.0 mg, 0.104 mmol) in dry N,N-Dimethylformamide (5.0 mL, 64 mmol) was added Sodium hydride (3.96 mg, 0.157 mmol). The resulted red-brown solution was stirred at r.t. for 10 min. 4-Fluorobenzylbromide (32.6 mg, 0.172 mmol) was added and the mixture was stirred at r.t. for 2 hours. The mixture was quenched with aqueous saturated NaHCO3 (10 mL), diluted with water, ex... As a reaction SMILES: [Cl:1][C:2]1[C:7]([Cl:8])=[C:6]([Cl:9])[N:5]=[C:4]([C:10]([O:12]C)=O)[CH:3]=1.[OH-].[NH4+:15]>CO>[Cl:1][C:2]1[C:7]([Cl:8])=[C:6]([Cl:9])[N:5]=[C:4]([C:10]([NH2:15])=[O:12])[CH:3]=1 |f:1.2|. Reactants: ClC1=CC(=NC(=C1Cl)Cl)C(=O)OC (Methyl 4,5,6-trichloropyridine-2-carboxylate), [OH-].[NH4+] (ammonium hydroxide). The product is ClC1=CC(=NC(=C1Cl)Cl)C(=O)N (4,5,6-trichloropyridine-2-carboxamide). Run at temperature 25 celsius, time 4 hour. The solvent is CO (methanol). Reported procedure: Methyl 4,5,6-trichloropyridine-2-carboxylate (15 g, 62.4 mmol) was suspended in concentrated aqueous ammonium hydroxide (80 mL) and methanol (150 mL). After stirring for 4 hours at 25° C., the methanol was removed and the aqueous suspension was filtered. The filter cake was washed with water and dried to provide 4,5,6-trichloropyridine-2-carboxamide (13 g, 56.9 mmol), mp 169-170° C.